From a dataset of the Open Reaction Database (ORD), a public repository of structured organic reaction records. describe an organic reaction: reactants, conditions, products, and yield The reactants are ClCCl, CCOCC, COC(CN(C)Cc1c(C(=O)O)sc2ccc(Cl)cc12)OC, C=[N+]=[N-], C1CCOC1. Product: COC(=O)c1sc2ccc(Cl)cc2c1CN(C)CC(OC)OC. As a reaction SMILES: [CH2:31]([Cl:32])[Cl:33].[CH2:34]([O:35][CH2:36][CH3:37])[CH3:38].[Cl:1][c:2]1[cH:3][c:4]2[c:5]([s:6][c:7]([C:18](=[O:19])[OH:20])[c:8]2[CH2:9][N:10]([CH3:11])[CH2:12][CH:13]([O:14][CH3:15])[O:16][CH3:17])[cH:21][cH:22]1.[N+:23](=[N-:24])=[CH2:25].[O:26]1[CH2:27][CH2:28][CH2:29][CH2:30]1>>[Cl:1][c:2]1[cH:3][c:4]2[c:5]([s:6][c:7]([C:18]([O:19][CH3:25])=[O:20])[c:8]2[CH2:9][N:10]([CH3:11])[CH2:12][CH:13]([O:14][CH3:15])[O:16][CH3:17])[cH:21][cH:22]1. Starting materials: CCOC(=O)CBr, Oc1ccc(Br)cc1, CCO, CCOCC, [Na]. Yields the product CCOC(=O)COc1ccc(Br)cc1. As a reaction SMILES: [Br:10][CH2:11][C:12](=[O:13])[O:14][CH2:15][CH3:16].[Br:2][c:3]1[cH:4][cH:5][c:6]([OH:9])[cH:7][cH:8]1.[CH3:17][CH2:18][OH:19].[CH3:20][CH2:21][O:22][CH2:23][CH3:24].[Na:1]>>[Br:2][c:3]1[cH:4][cH:5][c:6]([O:9][CH2:11][C:12](=[O:13])[O:14][CH2:15][CH3:16])[cH:7][cH:8]1. The reactants are [H][H] (hydrogen), N1C(=O)C=CC2=CC=CC=C12 (carbostyril), Formula 14. Reagents/catalysts: [OH-].[Pd+2].[OH-] (palladium hydroxide). Run in CO.C(C)(=O)O (methanol acetic acid), CN1C(CCC1)=O (N-methylpyrrolidinone). The product is N1C(=O)CCC2=CC=CC=C12 (3,4-dihydrocarbostyril), Formula 5c. RXN SMILES: [NH:1]1[C:11]2[C:6](=[CH:7][CH:8]=[CH:9][CH:10]=2)[CH:5]=[CH:4][C:2]1=[O:3].[H][H]>CO.C(O)(=O)C.CN1CCCC1=O.[OH-].[Pd+2].[OH-]>[NH:1]1[C:11]2[C:6](=[CH:7][CH:8]=[CH:9][CH:10]=2)[CH2:5][CH2:4][C:2]1=[O:3] |f:2.3,5.6.7|. Procedure: A carbostyril of Formula 14 is hydrogenated, e.g., in a mixture of methanol/acetic acid, or preferably in N-methylpyrrolidinone, with a palladium hydroxide catalyst at elevated temperature (e.g., 40° to 80° C.) and under a source of hydrogen for 24 to 48 hours, preferably about 36 hours. The catalyst is removed to give the 3,4-dihydrocarbostyril compound of Formula 5c. Starting materials: CC(O)c1ccc(CO[Si](C)(C)C(C)(C)C)cc1Cl, CCCCP(CCCC)CCCC, Cc1c(-c2cnc3ccc(Br)cn23)sc(C(=O)O)c1O, CC(C)OC(=O)N=NC(=O)OC(C)C, C1CCOC1. The product is Cc1c(-c2cnc3ccc(Br)cn23)sc(C(=O)O)c1OC(C)c1ccc(CO[Si](C)(C)C(C)(C)C)cc1Cl. RXN SMILES: [C:21]([CH3:22])([CH3:23])([CH3:24])[Si:25]([O:26][CH2:27][c:28]1[cH:29][c:30]([Cl:37])[c:31]([CH:34]([CH3:35])[OH:36])[cH:32][cH:33]1)([CH3:38])[CH3:39].[CH2:40]([P:41]([CH2:42][CH2:43][CH2:44][CH3:45])[CH2:46][CH2:47][CH2:48][CH3:49])[CH2:50][CH2:51][CH3:52].[CH3:1][c:2]1[c:3]([OH:20])[c:4]([C:17](=[O:18])[OH:19])[s:5][c:6]1-[c:7]1[cH:8][n:9][c:10]2[n:11]1[cH:12][c:13]([Br:16])[cH:14][cH:15]2.[O:53]=[C:54]([O:55][CH:56]([CH3:57])[CH3:58])[N:59]=[N:60][C:61]([O:62][CH:63]([CH3:64])[CH3:65])=[O:66].[O:67]1[CH2:68][CH2:69][CH2:70][CH2:71]1>>[CH3:1][c:2]1[c:3]([O:20][CH:34]([c:31]2[c:30]([Cl:37])[cH:29][c:28]([CH2:27][O:26][Si:25]([C:21]([CH3:22])([CH3:23])[CH3:24])([CH3:38])[CH3:39])[cH:33][cH:32]2)[CH3:35])[c:4]([C:17](=[O:18])[OH:19])[s:5][c:6]1-[c:7]1[cH:8][n:9][c:10]2[n:11]1[cH:12][c:13]([Br:16])[cH:14][cH:15]2. Reactants: N1C(C(=O)O)CCCC1 ((-)-pipecolic acid), C([C@@H](O)[C@H](O)C(=O)O)(=O)O (D-(-)-tartaric acid). The solvent is CO (methanol). Product: C1CCN[C@@H](C1)C(=O)O (L-(-)-pipecolic acid). As a reaction SMILES: [NH:1]1[CH2:9][CH2:8][CH2:7][CH2:6][CH:2]1[C:3]([OH:5])=[O:4].C(O)(=O)[C@H]([C@@H](C(O)=O)O)O>CO>[CH2:7]1[CH2:6][C@@H:2]([C:3]([OH:5])=[O:4])[NH:1][CH2:9][CH2:8]1. Procedure details: 483 g (=3.75M) of enriched (-)-pipecolic acid are suspended in 3 liters of hot methanol. 565 g of D-(-)-tartaric acid are rapidly scattered in and an attempt made as quickly as possible to obtain a solution. Crystallization commences before a complete dissolution can be achieved. The mixture is cooled, filtered and well washed with methanol. The filtrate is concentrated and recrystallized. The obtained crystals are dissolved hot in ca 800 ml of water and 400 ml at acetone and treated with active... The reactants are CCO, Cc1c[n+]([O-])c(Cl)cc1[N+](=O)[O-], CCC(N)CO. Product: CCC(CO)Nc1cc([N+](=O)[O-])c(C)c[n+]1[O-]. As a reaction SMILES: [CH3:19][CH2:20][OH:21].[Cl:1][c:2]1[n+:3]([O-:12])[cH:4][c:5]([CH3:11])[c:6]([N+:8](=[O:9])[O-:10])[cH:7]1.[NH2:13][CH:14]([CH2:15][OH:16])[CH2:17][CH3:18]>>[c:2]1([NH:13][CH:14]([CH2:15][OH:16])[CH2:17][CH3:18])[n+:3]([O-:12])[cH:4][c:5]([CH3:11])[c:6]([N+:8](=[O:9])[O-:10])[cH:7]1. The reactants are C(C)(C)(C)OC(N[C@@H](CC1=CC=C(C=C1)O)C(N(C)C)=O)=O ((S)-[1-Dimethylcarbamoyl-2-(4-hydroxy-phenyl)-ethyl]-carbamic acid tert-butyl ester), Cl.O1CCOCC1 (HCl dioxane), ( 60/40 ). Run at temperature 25 celsius, time 3 hour. The product is Cl.N[C@H](C(=O)N(C)C)CC1=CC=C(C=C1)O ((S)-2-Amino-3-(4-hydroxy-phenyl)-N,N-dimethyl-propionamide hydrochloride). RXN SMILES: C(OC(=O)[NH:7][C@H:8]([C:17](=[O:21])[N:18]([CH3:20])[CH3:19])[CH2:9][C:10]1[CH:15]=[CH:14][C:13]([OH:16])=[CH:12][CH:11]=1)(C)(C)C.[ClH:23].O1CCOCC1>>[ClH:23].[NH2:7][C@@H:8]([CH2:9][C:10]1[CH:11]=[CH:12][C:13]([OH:16])=[CH:14][CH:15]=1)[C:17]([N:18]([CH3:20])[CH3:19])=[O:21] |f:1.2,3.4|. Reported procedure: (S)-[1-Dimethylcarbamoyl-2-(4-hydroxy-phenyl)-ethyl]-carbamic acid tert-butyl ester (5.7 g, 18.5 mmol) was dissolved in 4M HCl-dioxane (7 mL) at 0° C. The mixture was stirred at 25° C. for 3 hours, concentrated and the residue triturated with ether. Yield, 5.23 g; HPLC (60/40) 3.32 minutes (98%). Starting materials: N1CCOCC1 (morpholine), BrC1=CC=C(C=C1)S(=O)(=O)Cl (4-bromobenzenesulfonyl chloride), O (water). Run in N1=CC=CC=C1 (pyridine). Yields the product BrC1=CC=C(C=C1)S(=O)(=O)N1CCOCC1 (N-(4-bromobenzenesulfonyl)morpholine). The yield is 88.6%. RXN SMILES: [NH:1]1[CH2:6][CH2:5][O:4][CH2:3][CH2:2]1.[Br:7][C:8]1[CH:13]=[CH:12][C:11]([S:14](Cl)(=[O:16])=[O:15])=[CH:10][CH:9]=1.O>N1C=CC=CC=1>[Br:7][C:8]1[CH:13]=[CH:12][C:11]([S:14]([N:1]2[CH2:6][CH2:5][O:4][CH2:3][CH2:2]2)(=[O:16])=[O:15])=[CH:10][CH:9]=1. Procedure: To a solution of 1.67 g (19.14 mmol) of morpholine in 50 ml of dry pyridine was added 3.26 g (12.76 mmol) of 4-bromobenzenesulfonyl chloride in an atmosphere of argon, and the mixture was allowed to react at 0° C for 3 hours. To the solution was added water followed by extraction with ethyl acetate. The organic layer was washed with water and then concentrated under reduced pressure. The residue thus obtained was subjected to silica gel column chromatography for separation and purification. Elut... Reactants: C(C)(C)(C)OC(=O)NC=1C=CC=C2C=CC(=CC12)O (8-(tert-butoxycarbonylamino)-2-naphthol), [Si](C)(C)(C(C)(C)C)Cl (tert-butyldimethylsilyl chloride), N1C=NC=C1 (imidazole). Reaction conditions: time 30 minute. Yields the product C(C)(C)(C)OC(=O)NC1=CC=CC2=CC=C(C=C12)O[Si](C)(C)C(C)(C)C (1-(tert-Butoxycarbonylamino)-7-(tert-butyldimethylsilyloxy)naphthalene). RXN SMILES: [C:1]([O:5][C:6]([NH:8][C:9]1[CH:10]=[CH:11][CH:12]=[C:13]2[C:18]=1[CH:17]=[C:16]([OH:19])[CH:15]=[CH:14]2)=[O:7])([CH3:4])([CH3:3])[CH3:2].[Si:20](Cl)([C:23]([CH3:26])([CH3:25])[CH3:24])([CH3:22])[CH3:21].N1C=CN=C1>>[C:1]([O:5][C:6]([NH:8][C:9]1[C:18]2[C:13](=[CH:14][CH:15]=[C:16]([O:19][Si:20]([C:23]([CH3:26])([CH3:25])[CH3:24])([CH3:22])[CH3:21])[CH:17]=2)[CH:12]=[CH:11][CH:10]=1)=[O:7])([CH3:4])([CH3:2])[CH3:3]. Procedure details: A mixture of 8-(tert-butoxycarbonylamino)-2-naphthol, as described above in Step A, (43.2 g, 0.167 mol), tert-butyldimethylsilyl chloride (32.7 g, 0.217 mol), and imidazole (25.0 g, 0.367 mol) in dry, degassed DMF (400 mL) was stirred, under argon, at ambient temperature for 30 min. The solvent was removed under reduced pressure and the residue was partitioned between H2O (1 L) and Et2O (2 L). The aqueous layer was extracted further with Et2O (1 L) and the combined organic extracts were dried ov... Reactants: C(C)(=O)[C@@H]1CC(NC1)=S ((4R)-4-Acetylthio-2-pyrrolidone), O (water), C(C)(=O)OCC (ethyl acetate), P12(=S)SP3(=S)SP(=S)(S1)SP(=S)(S2)S3 (phosphorus pentasulfide). Run in C1(=CC=CC=C1)C (toluene). Run at time 20 minute. Yields the product C(C)(=O)S[C@@H]1CC(NC1)=S ((+)-(4R)-4-acetylthiopyrrolidine-2-thione). Yield: 72.0%. Reaction SMILES: C([C@H:4]1[CH2:8][NH:7][C:6](=[S:9])[CH2:5]1)(=O)C.P12(SP3(SP(SP(S3)(S1)=S)(=S)S2)=S)=[S:11].O.[C:25]([O:28]CC)(=O)[CH3:26]>C1(C)C=CC=CC=1>[C:25]([S:11][C@H:4]1[CH2:8][NH:7][C:6](=[S:9])[CH2:5]1)(=[O:28])[CH3:26]. Reported procedure: (4R)-4-Acetylthio-2-pyrrolidone (10 g) is dissolved in toluene (100 ml), and thereto is added gradually phosphorus pentasulfide (9.5 g), and the mixture is stirred at room temperature for 20 minutes. To the reaction solution are added water and ethyl acetate, and the mixture is stirred at room temperature for 1.5 hour. The insoluble materials are removed by filtration, and the organic layer is washed with water, dried, and evaporated to remove the solvent. The residue is recrystallized from tolu...